Dataset: the Open Reaction Database (ORD), a public repository of structured organic reaction records. Task: describe an organic reaction: reactants, conditions, products, and yield Reactants: C1(CCCCC1)N=C=NC1CCCCC1 (dicyclohexylcarbodiimide), C[C@@H]1C[C@H]2[C@H](O2)/C=C\C=C\C(=O)CC3=C(C(=CC(=C3Cl)O)O)C(=O)O1 (radicicol), O1C(=CC=C1)C=CC(=O)O (2-furanacrylic acid). Solvent: O1CCCC1 (tetrahydrofuran). Yields the product CN(C)C1=NC=CC=C1 (dimethylaminopyridine), title compound. As a reaction SMILES: [CH3:1][C@H]1OC(=O)C2C(O)=CC(O)=C(Cl)C=2CC(=O)C=CC=C[C@H]2O[C@H]2C1.O1C=CC=C1C=CC(O)=O.[CH:36]1([N:42]=[C:43]=[N:44][CH:45]2[CH2:50][CH2:49][CH2:48]CC2)CCCCC1>O1CCCC1>[CH3:1][N:42]([C:43]1[CH:48]=[CH:49][CH:50]=[CH:45][N:44]=1)[CH3:36]. Procedure: Following a procedure similar to that described in Example 12, but using 500 mg of radicicol, 568 mg of 2-furanacrylic acid, 15 ml of dry tetrahydrofuran, 707 mg of dicyclohexylcarbodiimide and a catalytic amount of dimethylaminopyridine, 746 mg of the title compound were obtained. Starting materials: CC(=O)O, CCO, [Na+], CCCCC1(CC)CN(c2ccccc2)c2cc(OC)c(OCC(=O)OCC)cc2S(=O)(=O)C1, [OH-], O. Product: CCCCC1(CC)CN(c2ccccc2)c2cc(OC)c(OCC(=O)O)cc2S(=O)(=O)C1. As a reaction SMILES: [C:37]([OH:38])(=[O:39])[CH3:40].[CH3:41][CH2:42][OH:43].[Na+:36].[O:1]=[S:2]1(=[O:34])[CH2:3][C:4]([CH2:28][CH3:29])([CH2:30][CH2:31][CH2:32][CH3:33])[CH2:5][N:6]([c:22]2[cH:23][cH:24][cH:25][cH:26][cH:27]2)[c:7]2[c:8]1[cH:9][c:10]([O:15][CH2:16][C:17](=[O:18])[O:19][CH2:20][CH3:21])[c:11]([O:13][CH3:14])[cH:12]2.[OH-:35].[OH2:44]>>[O:1]=[S:2]1(=[O:34])[CH2:3][C:4]([CH2:28][CH3:29])([CH2:30][CH2:31][CH2:32][CH3:33])[CH2:5][N:6]([c:22]2[cH:23][cH:24][cH:25][cH:26][cH:27]2)[c:7]2[c:8]1[cH:9][c:10]([O:15][CH2:16][C:17](=[O:18])[OH:19])[c:11]([O:13][CH3:14])[cH:12]2. Starting materials: C1(=CC=CC=C1)C1=NN(C=C1C1=CC=CC=C1)CC(=O)OCC (ethyl 3,4-diphenyl-1H-pyrazole-1-acetate), C(C)N(CC)CCN (diethylaminoethylamine), C(C)(C)N(CC)C(C)C (diisopropylethylamine). Solvent: CCOCC (ether). Run at time 18 hour. Product: C1(=CC=CC=C1)C1=NN(C=C1C1=CC=CC=C1)CC(=O)N (3,4-diphenyl-1H-pyrazole-1-acetamide). RXN SMILES: [C:1]1([C:7]2[C:11]([C:12]3[CH:17]=[CH:16][CH:15]=[CH:14][CH:13]=3)=[CH:10][N:9]([CH2:18][C:19]([O:21]CC)=O)[N:8]=2)[CH:6]=[CH:5][CH:4]=[CH:3][CH:2]=1.C([N:26](CCN)CC)C.C(N(C(C)C)CC)(C)C>CCOCC>[C:1]1([C:7]2[C:11]([C:12]3[CH:17]=[CH:16][CH:15]=[CH:14][CH:13]=3)=[CH:10][N:9]([CH2:18][C:19]([NH2:26])=[O:21])[N:8]=2)[CH:6]=[CH:5][CH:4]=[CH:3][CH:2]=1. Procedure: A mixture of 10 g (0.033 mol) of ethyl 3,4-diphenyl-1H-pyrazole-1-acetate, 6.9 mL (0.049 mol) of diethylaminoethylamine and 39 mL of diisopropylethylamine was stirred on a steam bath under nitrogen for 18 hours. The reaction was stripped, the residue taken up in about 300 mL of ether and washed twice with water. The ether layer was extracted twice with a total of 150 mL of cold water containing 20 mL of 10% HCl. The combined water extracts were washed once with ether, colled, made basic with sol...